This data is from the Open Reaction Database (ORD), a public repository of structured organic reaction records. The task is: describe an organic reaction: reactants, conditions, products, and yield The reactants are CC(C)NS(=O)(=O)Cc1cccc(C#N)c1, C1CCOC1, Cl, [Na+], [OH-]. The product is CC(C)NS(=O)(=O)Cc1cccc(CN)c1. RXN SMILES: [C:1](#[N:2])[c:3]1[cH:4][c:5]([CH2:9][S:10](=[O:11])(=[O:12])[NH:13][CH:14]([CH3:15])[CH3:16])[cH:6][cH:7][cH:8]1.[CH2:20]1[O:21][CH2:22][CH2:23][CH2:24]1.[ClH:17].[Na+:19].[OH-:18]>>[CH2:1]([NH2:2])[c:3]1[cH:4][c:5]([CH2:9][S:10](=[O:11])(=[O:12])[NH:13][CH:14]([CH3:15])[CH3:16])[cH:6][cH:7][cH:8]1. Reactants: CCOC(=O)CC#N, CC(=O)[O-], CCOC(C)=O, CC(=O)O, CC(=O)c1ccc(Cl)cc1, [NH4+], c1ccccc1. Product: CCOC(=O)C(C#N)=C(C)c1ccc(Cl)cc1. As a reaction SMILES: [C:11](#[N:12])[CH2:13][C:14](=[O:15])[O:16][CH2:17][CH3:18].[CH3:20][C:21](=[O:22])[O-:23].[CH3:24][CH2:25][O:26][C:27](=[O:28])[CH3:29].[CH3:30][C:31](=[O:32])[OH:33].[Cl:1][c:2]1[cH:3][cH:4][c:5]([C:8]([CH3:9])=[O:10])[cH:6][cH:7]1.[NH4+:19].[cH:34]1[cH:35][cH:36][cH:37][cH:38][cH:39]1>>[Cl:1][c:2]1[cH:3][cH:4][c:5]([C:8]([CH3:9])=[C:13]([C:11]#[N:12])[C:14](=[O:15])[O:16][CH2:17][CH3:18])[cH:6][cH:7]1. The reactants are C(C)(C)(C)OC(NC1=C(C=C(C(=C1)N1CCCC1)Cl)[N+](=O)[O-])=O ((4-chloro-2-nitro-5-pyrrolidin-1-yl-phenyl)-carbamic acid tert.-butyl ester), O.O.Cl[Sn]Cl (SnCl2.2H2O). The product is C(C)(C)(C)OC(NC1=C(C=C(C(=C1)N1CCCC1)Cl)N)=O ((2-Amino-4-chloro-5-pyrrolidin-1-yl-phenyl)-carbamic acid tert.-butyl ester), solid. Reaction SMILES: [C:1]([O:5][C:6](=[O:23])[NH:7][C:8]1[CH:13]=[C:12]([N:14]2[CH2:18][CH2:17][CH2:16][CH2:15]2)[C:11]([Cl:19])=[CH:10][C:9]=1[N+:20]([O-])=O)([CH3:4])([CH3:3])[CH3:2].O.O.Cl[Sn]Cl>>[C:1]([O:5][C:6](=[O:23])[NH:7][C:8]1[CH:13]=[C:12]([N:14]2[CH2:18][CH2:17][CH2:16][CH2:15]2)[C:11]([Cl:19])=[CH:10][C:9]=1[NH2:20])([CH3:4])([CH3:2])[CH3:3] |f:1.2.3|. Procedure details: The title compound was prepared from (4-chloro-2-nitro-5-pyrrolidin-1-yl-phenyl)-carbamic acid tert.-butyl ester (Example C8) by reduction with SnCl2.2H2O according to the general procedure J (method b). Obtained as a red solid (4.80 g). The reactants are C=CCOc1ccc2c(=O)c(C)c(-c3ccccc3)oc2c1C(C)=O, COc1cc(C=O)cc(OC)c1OC, CCO, [K+], [OH-], O. Yields the product C=CCOc1ccc2c(=O)c(C)c(-c3ccccc3)oc2c1C(=O)C=Cc1cc(OC)c(OC)c(OC)c1. RXN SMILES: [CH2:3]([CH:4]=[CH2:5])[O:6][c:7]1[cH:8][cH:9][c:10]2[c:11](=[O:27])[c:12]([CH3:26])[c:13](-[c:20]3[cH:21][cH:22][cH:23][cH:24][cH:25]3)[o:14][c:15]2[c:16]1[C:17]([CH3:18])=[O:19].[CH3:28][O:29][c:30]1[cH:31][c:32]([CH:33]=[O:34])[cH:35][c:36]([O:40][CH3:41])[c:37]1[O:38][CH3:39].[CH3:42][CH2:43][OH:44].[K+:2].[OH-:1].[OH2:45]>>[CH2:3]([CH:4]=[CH2:5])[O:6][c:7]1[cH:8][cH:9][c:10]2[c:11](=[O:27])[c:12]([CH3:26])[c:13](-[c:20]3[cH:21][cH:22][cH:23][cH:24][cH:25]3)[o:14][c:15]2[c:16]1[C:17]([CH:18]=[CH:33][c:32]1[cH:31][c:30]([O:29][CH3:28])[c:37]([O:38][CH3:39])[c:36]([O:40][CH3:41])[cH:35]1)=[O:19]. Product: COC(=O)C(C)(C)CON=Cc1ccccc1Cl. The reactants are CO, CC(C)(CON=Cc1ccccc1Cl)C(=O)O, O=S(=O)(O)O. Reaction SMILES: [CH3:23][OH:24].[Cl:1][c:2]1[c:3]([CH:4]=[N:5][O:6][CH2:7][C:8]([C:9](=[O:10])[OH:11])([CH3:12])[CH3:13])[cH:14][cH:15][cH:16][cH:17]1.[S:18](=[O:19])(=[O:20])([OH:21])[OH:22]>>[Cl:1][c:2]1[c:3]([CH:4]=[N:5][O:6][CH2:7][C:8]([C:9](=[O:10])[O:11][CH3:23])([CH3:12])[CH3:13])[cH:14][cH:15][cH:16][cH:17]1. Reactants: C(C)OC(C(C(=O)OCC)CC1CCC1)=O (2-cyclobutylmethyl-malonic acid diethyl ester), [OH-].[K+] (potassium hydroxide). Run in C(C)O (ethanol), O (water). Conditions: temperature 110 celsius. Yields the product C1(CCC1)CC(C(=O)O)C(=O)O (2-cyclobutylmethyl-malonic acid). The yield is 34.6%. Reaction SMILES: C([O:3][C:4](=[O:16])[CH:5]([CH2:11][CH:12]1[CH2:15][CH2:14][CH2:13]1)[C:6]([O:8]CC)=[O:7])C.[OH-].[K+]>C(O)C.O>[CH:12]1([CH2:11][CH:5]([C:6]([OH:8])=[O:7])[C:4]([OH:16])=[O:3])[CH2:15][CH2:14][CH2:13]1 |f:1.2|. Reported procedure: A solution of 2-cyclobutylmethyl-malonic acid diethyl ester (4.68 g, 20.5 mmol) in ethanol (45.4 mL) was treated with a solution of potassium hydroxide (3.45 g, 61.5 mmol) in water (11.4 mL). The reaction was then heated to 110° C. overnight. After this time, the reaction was cooled to 25° C. and was concentrated in vacuo. The residue was diluted with water (50 mL) which was then acidified with a 2N aqueous hydrochloric acid solution and then extracted with a 90/10 methylene chloride/methanol so... The reactants are Cl (hydrochloric acid), C(=S)(Cl)Cl (Thiophosgene), CC(C)(C)C1=C(C(=CC(=C1)S)C(C)(C)C)O (2,6-bis(1,1-dimethylethyl)-4-mercaptophenol), C(C)(C)N(C(C)C)CC (N,N-diisopropylethylamine), O.NN (Hydrazine monohydrate). Solvent: C(C)(=O)OCC (ethyl acetate), C1(=CC=CC=C1)C.ClCCl (toluene dichloromethane), O (water), C(C)(=O)OCC (ethyl acetate), ClCCl (dichloromethane). Run at temperature 0 celsius, time 1.5 hour. The product is N(N)C(=S)SC1=CC(=C(C(=C1)C(C)(C)C)O)C(C)(C)C (3,5-bis(1,1-dimethylethyl)-4-hydroxyphenyl hydrazinecarbodithioate). Isolated yield 53.3%. RXN SMILES: [C:1](Cl)(Cl)=[S:2].[CH3:5][C:6]([C:9]1[CH:14]=[C:13]([SH:15])[CH:12]=[C:11]([C:16]([CH3:19])([CH3:18])[CH3:17])[C:10]=1[OH:20])([CH3:8])[CH3:7].C(N(CC)C(C)C)(C)C.Cl.O.[NH2:32][NH2:33]>C1(C)C=CC=CC=1.ClCCl.ClCCl.C(OCC)(=O)C.O>[NH:32]([C:1]([S:15][C:13]1[CH:12]=[C:11]([C:16]([CH3:19])([CH3:18])[CH3:17])[C:10]([OH:20])=[C:9]([C:6]([CH3:5])([CH3:7])[CH3:8])[CH:14]=1)=[S:2])[NH2:33] |f:4.5,6.7|. Procedure details: Thiophosgene (1.6 mL, 21.0 mmol) is added dropwise to a -78° C. solution of 2,6-bis(1,1-dimethylethyl)-4-mercaptophenol (5.0 g, 21.0 mmol) and N,N-diisopropylethylamine (5.4 mL, 31.4 mmol) in toluene/dichloromethane (100 mL/20 mL). The reaction mixture is stirred for 1.5 hours then poured into a separatory funnel containing ethyl acetate and water. The aqueous phase is acidified to pH 3 with 1N hydrochloric acid. The organic phase is washed twice with water, then with a saturated solution of sod... Reactants: FC(S(=O)(=O)OC1=CC=C(C=C1)C1=CC=2C(=NC=CN2)N1)(F)F (6-(4-trifluoromethanesulfonyloxyphenyl)-5H-pyrrolo[2,3-b]pyrazine), O1CCOCC1 (dioxane), N1CCCC1 (pyrrolidine), C(C)(=O)OCC (ethyl acetate). The solvent is CO (methanol). Reaction conditions: temperature 200 celsius. Yields the product N1(CCCC1)C1=CC=C(C=C1)C1=CC=2C(=NC=CN2)N1 (6-(4-Pyrrolidin-1-yl phenyl)-5H-pyrrolo[2,3-b]pyrazine). As a reaction SMILES: FC(F)(F)S(O[C:7]1[CH:12]=[CH:11][C:10]([C:13]2[NH:21][C:16]3=[N:17][CH:18]=[CH:19][N:20]=[C:15]3[CH:14]=2)=[CH:9][CH:8]=1)(=O)=O.O1CCOCC1.[NH:30]1[CH2:34][CH2:33][CH2:32][CH2:31]1.C(OCC)(=O)C>CO>[N:30]1([C:7]2[CH:12]=[CH:11][C:10]([C:13]3[NH:21][C:16]4=[N:17][CH:18]=[CH:19][N:20]=[C:15]4[CH:14]=3)=[CH:9][CH:8]=2)[CH2:34][CH2:33][CH2:32][CH2:31]1. Procedure: A mixture of 6-(4-trifluoromethanesulfonyloxyphenyl)-5H-pyrrolo[2,3-b]pyrazine [20 mg, Reference Example 18(e)], dioxane (3 mL) and pyrrolidine (0.2 mL) was heated at 200° C. in a microwave oven for 1 hour. The reaction mixture was then evaporated and the residue was subjected to chromatography on silica eluting with a mixture of ethyl acetate and heptane (1:1, v/v) to give, after trituration with a mixture of ethyl acetate and methanol, the title compound (11 mg) as a yellow solid. MS: 265.1 (M... Reactants: FC1=C(C=CC(=C1)B1OC(C(O1)(C)C)(C)C)C=1N=CC(=NC1)N (5-(2-fluoro-4-(4,4,5,5-tetramethyl-1,3,2-dioxaborolan-2-yl)phenyl)pyrazin-2-amine), BrC1=C(C=CC=C1)S(=O)(=O)C(C#N)(C)C (2-((2-bromophenyl)sulfonyl)-2-methylpropanenitrile). Procedure: The title compound was prepared using conditions analogous to those used to make Example 6 utilizing 5-(2-fluoro-4-(4,4,5,5-tetramethyl-1,3,2-dioxaborolan-2-yl)phenyl)pyrazin-2-amine and 2-((2-bromophenyl)sulfonyl)-2-methylpropanenitrile. MS (ESI): mass calcd. for C20H17FN4O2S, 396.11; m/z found, 397.0 [M+H]+. 1H NMR (400 MHz, DMSO-d6) δ 8.39 (s, 1H), 8.18 (d, J=8.0, 1H), 8.12 (d, J=1.2, 1H), 7.94 (m, 1H), 7.88-7.82 (m, 2H), 7.54 (d, J=7.6, 1H), 7.37 (dd, J=12.4, 1.4, 1H), 7.29 (dd, J=8.1, 1.6, ... Reaction SMILES: [F:1][C:2]1[CH:7]=[C:6](B2OC(C)(C)C(C)(C)O2)[CH:5]=[CH:4][C:3]=1[C:17]1[N:18]=[CH:19][C:20]([NH2:23])=[N:21][CH:22]=1.Br[C:25]1[CH:30]=[CH:29][CH:28]=[CH:27][C:26]=1[S:31]([C:34]([CH3:38])([CH3:37])[C:35]#[N:36])(=[O:33])=[O:32]>>[NH2:23][C:20]1[N:21]=[CH:22][C:17]([C:3]2[CH:4]=[CH:5][C:6]([C:25]3[CH:30]=[CH:29][CH:28]=[CH:27][C:26]=3[S:31]([C:34]([CH3:38])([CH3:37])[C:35]#[N:36])(=[O:33])=[O:32])=[CH:7][C:2]=2[F:1])=[N:18][CH:19]=1. Yields the product NC=1N=CC(=NC1)C1=C(C=C(C=C1)C1=C(C=CC=C1)S(=O)(=O)C(C#N)(C)C)F (2-{[4′-(5-Aminopyrazin-2-yl)-3′-fluorobiphenyl-2-yl]sulfonyl}-2-methylpropanenitrile). Reactants: N1CCNCCC1 (homopiperazine), [OH-].[Na+] (NaOH), ClC(=O)OCC (ethyl chloroformate), [OH-].[Na+] (NaOH). The solvent is Cl (HCl), Cl (HCl). Product: N1(CCNCCC1)C(=O)OCC (Ethyl hexahydro-1H-1,4-diazepine-1-carboxylate). RXN SMILES: [NH:1]1[CH2:7][CH2:6][CH2:5][NH:4][CH2:3][CH2:2]1.Cl[C:9]([O:11][CH2:12][CH3:13])=[O:10].[OH-].[Na+]>Cl>[N:1]1([C:9]([O:11][CH2:12][CH3:13])=[O:10])[CH2:7][CH2:6][CH2:5][NH:4][CH2:3][CH2:2]1 |f:2.3|. Procedure details: To a solution of homopiperazine (50.0 g, 0.5 mol) in aqueous HCl adjusted to pH 4 using approximately 400 mL of 2N HCl was added ethyl chloroformate (50 mL, 0.53 mol) dropwise maintaining the pH at 4 by the addition of 25% aqueous NaOH. The reaction mixture was brought to pH 14 with 25% aqueous NaOH and extracted with 3×250 mL of Et2O. These extracts were discarded and the aqueous was brought to pH 10 with 2N HCl and Na2CO3. After extracting the aqueous with 3×150 mL of Et2O, these combined extr...